Task: describe an organic reaction: reactants, conditions, products, and yield. Dataset: the Open Reaction Database (ORD), a public repository of structured organic reaction records Starting materials: OC=1C=C(C(C(=O)OC)=CC1)C(=O)OC (dimethyl 4-hydroxyphthalate), C([O-])([O-])=O.[K+].[K+] (potassium carbonate), [I-].[Na+] (sodium iodide), CS(=O)(=O)OCC=1SC(=CC1)C1(OCCO1)CC (5-(2-ethyl-[1,3]dioxolan-2-yl)-2-thienylmethyl methanesulphonate). The solvent is CC(CC)=O (2-butanone). Yields the product C(C)C1(OCCO1)C1=CC=C(S1)COC=1C=C(C(C(=O)OC)=CC1)C(=O)OC (Dimethyl 4-[5-(2-Ethyl-[1,3]dioxolan-2-yl)-2-thienylmethoxy]phthalate). As a reaction SMILES: CS([O:5][CH2:6][C:7]1[S:8][C:9]([C:12]2([CH2:17][CH3:18])[O:16][CH2:15][CH2:14][O:13]2)=[CH:10][CH:11]=1)(=O)=O.O[C:20]1[CH:21]=[C:22]([C:30]([O:32][CH3:33])=[O:31])[C:23](=[CH:28][CH:29]=1)[C:24]([O:26][CH3:27])=[O:25].C(=O)([O-])[O-].[K+].[K+].[I-].[Na+]>CC(=O)CC>[CH2:17]([C:12]1([C:9]2[S:8][C:7]([CH2:6][O:5][C:29]3[CH:28]=[C:23]([C:24]([O:26][CH3:27])=[O:25])[C:22](=[CH:21][CH:20]=3)[C:30]([O:32][CH3:33])=[O:31])=[CH:11][CH:10]=2)[O:16][CH2:15][CH2:14][O:13]1)[CH3:18] |f:2.3.4,5.6|. Procedure: 9.25 g (43.2 mmol) of 5-(2-ethyl-[1,3]dioxolan-2-yl)-2-thienylmethyl methanesulphonate are dissolved in 100 mL of 2-butanone, and 9.07 g (43.2 mmol) of dimethyl 4-hydroxyphthalate (prepared in Example 1(b)), 6 g of potassium carbonate (43.2 mmol) and 20 mg of sodium iodide are added. The mixture is refluxed for 12 hours, cooled and filtered. The filtrate is concentrated under reduced pressure and then purified by chromatography on a column of silica. A yellow oil is obtained (m=12.70 g; Y=73%). Starting materials: Br.S1C(=CC=C1)C(=O)O (thiophene-2-carboxylate hydrobromide), BrCC(=O)C=1C=C(SC1C)C(=O)OC(C)C (Isopropyl 4-(2-bromoacetyl)-5-methylthiophene-2-carboxylate), C1(=CC=CC=C1)NC(=S)N (phenylthiourea). The product is Br.CC1=C(C=C(S1)C(=O)OC(C)C)C=1N=C(SC1)NC1=CC=CC=C1 (isopropyl 5-methyl-4-[2-(phenylamino)(1,3-thiazol-4-yl)]-thiophene-2-carboxylate hydrobromide). Yield: 86.7%. RXN SMILES: Br.S1C=CC=C1C(O)=O.[Br:10][CH2:11][C:12]([C:14]1[CH:15]=[C:16]([C:20]([O:22][CH:23]([CH3:25])[CH3:24])=[O:21])[S:17][C:18]=1[CH3:19])=O.[C:26]1([NH:32][C:33]([NH2:35])=[S:34])[CH:31]=[CH:30][CH:29]=[CH:28][CH:27]=1>>[BrH:10].[CH3:19][C:18]1[S:17][C:16]([C:20]([O:22][CH:23]([CH3:25])[CH3:24])=[O:21])=[CH:15][C:14]=1[C:12]1[N:35]=[C:33]([NH:32][C:26]2[CH:31]=[CH:30][CH:29]=[CH:28][CH:27]=2)[S:34][CH:11]=1 |f:0.1,4.5|. Procedure: Isopropyl 5-methyl-4-[2-phenylamino)(1,3-thiazol-4-yl)]-thiophene-2-carboxylate hydrobromide: Isopropyl 4-(2-bromoacetyl)-5-methylthiophene-2-carboxylate (64 mg, 0.21 mmol) was allowed to react with phenylthiourea (32.1 mg) as described in Example 154, step (a) to give 80 mg (87% yield) of isopropyl 5-methyl-4-[2-(phenylamino)(1,3-thiazol-4-yl)]-thiophene-2-carboxylate hydrobromide. Mass Spectrum (ESI) m/z calcd. for C18H18N2O2S2, 358.5 (M+H), found 359.2. RXN SMILES: [CH2:1]([c:2]1[cH:3][cH:4][cH:5][cH:6][cH:7]1)[N:8]1[CH2:9][CH:10]2[CH2:11][CH:12]3[C:13]([CH3:36])([CH2:14][CH:15]([OH:30])[C:16]4([F:29])[C:17]5([CH3:28])[CH:18]=[CH:19][C:20](=[O:27])[CH:21]=[C:22]5[CH:23]([F:26])[CH2:24][CH:25]34)[C:31]2([C:33](=[O:34])[OH:35])[CH2:32]1.[CH3:49][N:50]([CH3:51])[c:52]1[cH:53][cH:54][n:55][cH:56][cH:57]1.[CH3:58][CH2:59][O:60][C:61]([CH3:62])=[O:63].[O:44]=[CH:45][N:46]([CH3:47])[CH3:48].[SH:37][CH:38]1[C:39](=[O:43])[O:40][CH2:41][CH2:42]1>>[CH2:1]([c:2]1[cH:3][cH:4][cH:5][cH:6][cH:7]1)[N:8]1[CH2:9][CH:10]2[CH2:11][CH:12]3[C:13]([CH3:36])([CH2:14][CH:15]([OH:30])[C:16]4([F:29])[C:17]5([CH3:28])[CH:18]=[CH:19][C:20](=[O:27])[CH:21]=[C:22]5[CH:23]([F:26])[CH2:24][CH:25]34)[C:31]2([C:33](=[O:34])[S:37][CH:38]2[C:39](=[O:43])[O:40][CH2:41][CH2:42]2)[CH2:32]1. The product is CC12C=CC(=O)C=C1C(F)CC1C3CC4CN(Cc5ccccc5)CC4(C(=O)SC4CCOC4=O)C3(C)CC(O)C12F. The reactants are CC12C=CC(=O)C=C1C(F)CC1C3CC4CN(Cc5ccccc5)CC4(C(=O)O)C3(C)CC(O)C12F, CN(C)c1ccncc1, CCOC(C)=O, CN(C)C=O, O=C1OCCC1S. Reactants: CC(c1ccc(Br)cc1Cl)C(O)(c1ccc2c(c1)N(C)C(=O)CO2)C(F)(F)F, COC(=O)c1ccc(B(O)O)cc1Cl. Product: COC(=O)c1ccc(-c2ccc(C(C)C(O)(c3ccc4c(c3)N(C)C(=O)CO4)C(F)(F)F)c(Cl)c2)cc1Cl. RXN SMILES: [Br:1][c:2]1[cH:3][c:4]([Cl:28])[c:5]([CH:8]([C:9]([C:10]([F:11])([F:12])[F:13])([OH:14])[c:15]2[cH:16][cH:17][c:18]3[c:19]([cH:26]2)[N:20]([CH3:25])[C:21](=[O:24])[CH2:22][O:23]3)[CH3:27])[cH:6][cH:7]1.[Cl:29][c:30]1[cH:31][c:32]([B:40]([OH:41])[OH:42])[cH:33][cH:34][c:35]1[C:36](=[O:37])[O:38][CH3:39]>>[c:2]1(-[c:32]2[cH:31][c:30]([Cl:29])[c:35]([C:36](=[O:37])[O:38][CH3:39])[cH:34][cH:33]2)[cH:3][c:4]([Cl:28])[c:5]([CH:8]([C:9]([C:10]([F:11])([F:12])[F:13])([OH:14])[c:15]2[cH:16][cH:17][c:18]3[c:19]([cH:26]2)[N:20]([CH3:25])[C:21](=[O:24])[CH2:22][O:23]3)[CH3:27])[cH:6][cH:7]1. Starting materials: C=O (formalin), C(CC1=CC=CC=C1)N (phenethylamine), COC1=C(C=CC=C1)O (ortho-methoxyphenol). The solvent is O1CCOCC1 (dioxane), O1CCOCC1 (dioxane). Reaction conditions: temperature 100 celsius. Product: COC1=C(C(=CC=C1)CNCCC1=CC=CC=C1)O (2-methoxy-6-phenethylaminomethylphenol). Reaction SMILES: [CH2:1]=O.[CH2:3]([NH2:11])[CH2:4][C:5]1[CH:10]=[CH:9][CH:8]=[CH:7][CH:6]=1.[CH3:12][O:13][C:14]1[CH:19]=[CH:18][CH:17]=[CH:16][C:15]=1[OH:20]>O1CCOCC1>[CH3:12][O:13][C:14]1[CH:19]=[CH:18][CH:17]=[C:16]([CH2:1][NH:11][CH2:3][CH2:4][C:5]2[CH:10]=[CH:9][CH:8]=[CH:7][CH:6]=2)[C:15]=1[OH:20]. Procedure: To 10 ml. of dioxane are added 1.5 ml. of 37 % formalin and 2.42 g. of phenethylamine, followed by the addition of 3.2 g. of ortho-methoxyphenol dissolved in 3 ml. of dioxane. The mixture is heated at 100° C for 4 hours and distilled under reduced pressure to remove the solvent. The residue is purified by column chromatography on silica gel with a mixture of acetone and benzene (1:4) to obtain 2-methoxy-6-phenethylaminomethylphenol as an oil. Yield: 0.7 g. Procedure details: This material was prepared by the reaction of 7-chloro-2-(1-methyl-1H-imidazol-2-yl)thieno[3,2-b]pyridine 1e with 6-hydroxy-1,2-dimethyl-1H-indole-3-carboxylic acid pyridin-2-ylamide 69b and Cs2CO3 in a manner as previously described for example 1. 1H NMR (300 MHz, DMSO-d6) δ8.43 (1H, d, J=5.5 Hz), 8.33 (1H, s), 8.20 (1H, d, J=3.8 Hz), 7.75-7.95 (3H, m), 7.61 (1H, s), 7.40 (1H, s), 7.11 (2H, m), 7.03 (1H, s), 6.60 (1H, d, J=5.5 Hz), 4.05 (3H, s), 3.73 (3H, s), 2.68 (3H, s). LCMS (ESI+) [M+H]/z C... Product: N1=C(C=CC=C1)NC(=O)C1=C(N(C2=CC(=CC=C12)OC1=C2C(=NC=C1)C=C(S2)C=2N(C=CN2)C)C)C (1,2-Dimethyl-6-[2-(1-methyl-1H-imidazol-2-yl)-thieno[3,2-b]pyridin-7-yloxy]-1H-indole-3-carboxylic acid pyridin-2-ylamide). RXN SMILES: Cl[C:2]1[CH:7]=[CH:6][N:5]=[C:4]2[CH:8]=[C:9]([C:11]3[N:12]([CH3:16])[CH:13]=[CH:14][N:15]=3)[S:10][C:3]=12.[N:17]1[CH:22]=[CH:21][CH:20]=[CH:19][C:18]=1[NH:23][C:24]([C:26]1[C:34]2[C:29](=[CH:30][C:31]([OH:35])=[CH:32][CH:33]=2)[N:28]([CH3:36])[C:27]=1[CH3:37])=[O:25].C([O-])([O-])=O.[Cs+].[Cs+]>>[N:17]1[CH:22]=[CH:21][CH:20]=[CH:19][C:18]=1[NH:23][C:24]([C:26]1[C:34]2[C:29](=[CH:30][C:31]([O:35][C:2]3[CH:7]=[CH:6][N:5]=[C:4]4[CH:8]=[C:9]([C:11]5[N:12]([CH3:16])[CH:13]=[CH:14][N:15]=5)[S:10][C:3]=34)=[CH:32][CH:33]=2)[N:28]([CH3:36])[C:27]=1[CH3:37])=[O:25] |f:2.3.4|. Reactants: ClC1=C2C(=NC=C1)C=C(S2)C=2N(C=CN2)C (7-chloro-2-(1-methyl-1H-imidazol-2-yl)thieno[3,2-b]pyridine), N1=C(C=CC=C1)NC(=O)C1=C(N(C2=CC(=CC=C12)O)C)C (6-hydroxy-1,2-dimethyl-1H-indole-3-carboxylic acid pyridin-2-ylamide), C(=O)([O-])[O-].[Cs+].[Cs+] (Cs2CO3). Reactants: CI, CC(C)=O, S=C1CCC2(N1)C1C=CC(C1)C2c1ccccc1. Product: I, CSC1=NC2(CC1)C1C=CC(C1)C2c1ccccc1. Reaction SMILES: [CH3:19][I:20].[CH3:21][C:22](=[O:23])[CH3:24].[c:1]1([CH:7]2[C:8]3([CH:9]4[CH:10]=[CH:11][CH:12]2[CH2:13]4)[NH:14][C:15](=[S:18])[CH2:16][CH2:17]3)[cH:2][cH:3][cH:4][cH:5][cH:6]1>>[IH:20].[c:1]1([CH:7]2[C:8]3([CH:9]4[CH:10]=[CH:11][CH:12]2[CH2:13]4)[N:14]=[C:15]([S:18][CH3:19])[CH2:16][CH2:17]3)[cH:2][cH:3][cH:4][cH:5][cH:6]1. The product is IC1=CC=C(CNC(C)=O)C=C1 (N-(4-iodobenzyl)acetamide). Reactants: N1=CC=CC=C1 (pyridine), C(C)(=O)OC(C)=O (acetic anhydride), IC1=CC=C(CN)C=C1 (4-Iodobenzylamine). As a reaction SMILES: [I:1][C:2]1[CH:9]=[CH:8][C:5]([CH2:6][NH2:7])=[CH:4][CH:3]=1.N1C=CC=CC=1.[C:16](OC(=O)C)(=[O:18])[CH3:17]>C(Cl)(Cl)Cl>[I:1][C:2]1[CH:9]=[CH:8][C:5]([CH2:6][NH:7][C:16](=[O:18])[CH3:17])=[CH:4][CH:3]=1. Reported procedure: 4-Iodobenzylamine (5.32 g) was dissolved in chloroform (50 ml), and, under ice-cooling, pyridine (2.76 ml) and acetic anhydride (2.58 ml) were added and the mixture was stirred for 4 hr. The reaction mixture was washed successively with water, 1N-hydrochloric acid, water and saturated brine, dried over anhydrous sodium sulfate, and concentrated under reduced pressure. The obtained residue was purified by silica gel column chromatography (hexane:ethyl acetate=1:2-1:3) to give the title compound (... Run at time 4 hour. The solvent is C(Cl)(Cl)Cl (chloroform).